From a dataset of the Open Reaction Database (ORD), a public repository of structured organic reaction records. describe an organic reaction: reactants, conditions, products, and yield The reactants are O=C(OCC)C=1C=CC=CC1C=2C=CC(=CC2)C=3C=CC=CC3. Reagents/catalysts: O1B(OC(C)(C)C1(C)C)B2OC(C)(C)C(O2)(C)C, O=C1C=CC=2C=CC=C(C3=CN=C(C=C3)C=4N=CC=CC4)C2N1, [K].OC(C)(C)C, C[OH2+].C[OH2+].C1CC=CCCC=C1.C1CC=CCCC=C1.[Ir].[Ir]. The solvent is O1CCCC1. Reaction conditions: temperature 80 celsius, time 12 hour. Product: O=C(OCC)C=1C=CC(=CC1C=2C=CC(=CC2)C=3C=CC=CC3)B4OC(C)(C)C(O4)(C)C. Yield: 66.0%. Isolated yield 122.4%. The reagents and catalysts are [Br-].C(CCC)[N+](CCCC)(CCCC)CCCC (tetrabutylammonium bromide), C(C)(=O)[O-].[Pd+2].C(C)(=O)[O-] (palladium acetate). Starting materials: BrC1=CC=C2C=CC3=C(C=CC4=CC=C1C2=C34)Br (1,6-dibromopyrene), CC1=CC=C(C=C1)B(O)O (4-methylphenylboronic acid), P(=O)([O-])([O-])[O-].[K+].[K+].[K+] (tripotassium phosphate), CN(C=O)C (dimethylformamide). The product is CC1=CC=C(C=C1)C1=CC=C2C=CC3=C(C=CC4=CC=C1C2=C34)C3=CC=C(C=C3)C (1,6-bis(4-methylphenyl)pyrene). Conditions: temperature 130 celsius, time 6 hour. Reaction SMILES: Br[C:2]1[C:15]2[C:16]3=[C:17]4[C:12](=[CH:13][CH:14]=2)[CH:11]=[CH:10][C:9](Br)=[C:8]4[CH:7]=[CH:6][C:5]3=[CH:4][CH:3]=1.[CH3:19][C:20]1[CH:25]=[CH:24][C:23](B(O)O)=[CH:22][CH:21]=1.P([O-])([O-])([O-])=O.[K+].[K+].[K+].CN(C)C=O>[Br-].C([N+](CCCC)(CCCC)CCCC)CCC.C([O-])(=O)C.[Pd+2].C([O-])(=O)C.O>[CH3:19][C:20]1[CH:25]=[CH:24][C:23]([C:2]2[C:15]3[C:16]4=[C:17]5[C:12](=[CH:13][CH:14]=3)[CH:11]=[CH:10][C:9]([C:2]3[CH:15]=[CH:16][C:5]([CH3:6])=[CH:4][CH:3]=3)=[C:8]5[CH:7]=[CH:6][C:5]4=[CH:4][CH:3]=2)=[CH:22][CH:21]=1 |f:2.3.4.5,7.8,9.10.11|. Reported procedure: A mixed solution of 2 g of 1,6-dibromopyrene, 1.9 g of 4-methylphenylboronic acid, 5.9 g of tripotassium phosphate, 0.9 g of tetrabutylammonium bromide, 15 mg of palladium acetate and 30 ml of dimethylformamide was heated while stirred under nitrogen gas stream at a temperature of 130° C. for 6 hours. After cooling the mixed solution to room temperature, 30 ml of water was injected thereinto and the resulting solution was filtered. The solid filtered off was washed with 30 ml of ethanol, and the... The solvent is O (water). Starting materials: ClCCl, CCN=C=NCCCN(C)C, CN1CCOCC1, CC1(C)COC(=O)N1CC1(C2CCCCC2)CC[NH2+]CC1, [Cl-], O=C(O)C1CC(O)CC1c1ccc(Cl)cc1, Cl, On1nnc2ccccc21. Reaction SMILES: [CH2:68]([Cl:69])[Cl:70].[CH3:18][N:19]([CH3:20])[CH2:21][CH2:22][CH2:23][N:24]=[C:25]=[N:26][CH2:27][CH3:28].[CH3:39][N:40]1[CH2:41][CH2:42][O:43][CH2:44][CH2:45]1.[CH:47]1([C:53]2([CH2:59][N:60]3[C:61](=[O:67])[O:62][CH2:63][C:64]3([CH3:65])[CH3:66])[CH2:54][CH2:55][NH2+:56][CH2:57][CH2:58]2)[CH2:48][CH2:49][CH2:50][CH2:51][CH2:52]1.[Cl-:46].[Cl:1][c:2]1[cH:3][cH:4][c:5]([CH:8]2[CH:9]([C:14](=[O:15])[OH:16])[CH2:10][CH:11]([OH:13])[CH2:12]2)[cH:6][cH:7]1.[ClH:17].[OH:29][n:30]1[c:31]2[cH:32][cH:33][cH:34][cH:35][c:36]2[n:37][n:38]1>>[Cl:1][c:2]1[cH:3][cH:4][c:5]([CH:8]2[CH:9]([C:14](=[O:16])[N:56]3[CH2:55][CH2:54][C:53]([CH:47]4[CH2:48][CH2:49][CH2:50][CH2:51][CH2:52]4)([CH2:59][N:60]4[C:61](=[O:67])[O:62][CH2:63][C:64]4([CH3:65])[CH3:66])[CH2:58][CH2:57]3)[CH2:10][CH:11]([OH:13])[CH2:12]2)[cH:6][cH:7]1. The product is CC1(C)COC(=O)N1CC1(C2CCCCC2)CCN(C(=O)C2CC(O)CC2c2ccc(Cl)cc2)CC1. Starting materials: C(C1=CC=CC=C1)N1CC(C(CC1)C(C)O)C1=CC=C(C=C1)Cl ((RS)-1-[(3SR,4SR)-1-Benzyl-3-(4-chloro-phenyl)-piperidin-4-yl]-ethanol), example 5 ( d ), title compounds, C(C1=CC=CC=C1)N1C[C@@H]([C@H](CC1)C(C)=O)C1=CC(=C(C=C1)F)F (1-[(3S,4S)-1-Benzyl-3-(3,4-difluoro-phenyl)-piperidin-4-yl]-ethanone), [H-].[H-].[H-].[H-].[Li+].[Al+3] (LiAlH4). Product: C(C1=CC=CC=C1)N1C[C@@H]([C@H](CC1)[C@H](C)O)C1=CC(=C(C=C1)F)F ((S)-1-[(3S,4S)-1-Benzyl-3-(3,4-difluoro-phenyl)-piperidin-4-yl]-ethanol). Reaction SMILES: C(N1CCC(C(O)C)C(C2C=CC(Cl)=CC=2)C1)C1C=CC=CC=1.[CH2:24]([N:31]1[CH2:36][CH2:35][C@H:34]([C:37](=[O:39])[CH3:38])[C@@H:33]([C:40]2[CH:45]=[CH:44][C:43]([F:46])=[C:42]([F:47])[CH:41]=2)[CH2:32]1)[C:25]1[CH:30]=[CH:29][CH:28]=[CH:27][CH:26]=1.[H-].[H-].[H-].[H-].[Li+].[Al+3]>>[CH2:24]([N:31]1[CH2:36][CH2:35][C@H:34]([C@@H:37]([OH:39])[CH3:38])[C@@H:33]([C:40]2[CH:45]=[CH:44][C:43]([F:46])=[C:42]([F:47])[CH:41]=2)[CH2:32]1)[C:25]1[CH:30]=[CH:29][CH:28]=[CH:27][CH:26]=1 |f:2.3.4.5.6.7|. Procedure details: In analogy to the procedure described for the synthesis of (RS)-1-[(3SR,4SR)-1-Benzyl-3-(4-chloro-phenyl)-piperidin-4-yl]-ethanol (example 5 (d)) the title compounds were synthesized from 1-[(3S,4S)-1-Benzyl-3-(3,4-difluoro-phenyl)-piperidin-4-yl]-ethanone through reduction with LiAlH4. (S)-1-[(3S,4S)-1-Benzyl-3-(3,4-difluoro-phenyl)-piperidin-4-yl]-ethanol was obtained as light yellow waxy solid. MS (m/e): 332.1 [(M+H)+] and (R)-1-[(3S,4S)-1-Benzyl-3-(3,4-difluoro-phenyl)-piperidin-4-yl]-ethano... Reactants: C([O-])([O-])=O.[K+].[K+] (potassium carbonate), OC1=C(C=C(C(=O)OC)C=C1)N1C=CC=C1 (methyl 4-hydroxy-3-(pyrrol-1-yl)benzoate), N1=CC=CC=C1 (pyridine), C(C)(=O)OC(C)=O (acetic anhydride). Run in ClCCl (dichloromethane), ClCCl (dichloromethane), O (water). The product is C(C)(=O)OC1=C(C=C(C(=O)OC)C=C1)N1C=CC=C1 (methyl 4-acetoxy-3-(pyrrol-1-yl)benzoate). Reaction SMILES: [OH:1][C:2]1[CH:11]=[CH:10][C:5]([C:6]([O:8][CH3:9])=[O:7])=[CH:4][C:3]=1[N:12]1[CH:16]=[CH:15][CH:14]=[CH:13]1.N1C=CC=CC=1.[C:23](OC(=O)C)(=[O:25])[CH3:24].C(=O)([O-])[O-].[K+].[K+]>ClCCl.O>[C:23]([O:1][C:2]1[CH:11]=[CH:10][C:5]([C:6]([O:8][CH3:9])=[O:7])=[CH:4][C:3]=1[N:12]1[CH:16]=[CH:15][CH:14]=[CH:13]1)(=[O:25])[CH3:24] |f:3.4.5|. Procedure details: A solution of methyl 4-hydroxy-3-(pyrrol-1-yl)benzoate (15.0 g), pyridine (8.4 ml) and acetic anhydride (9.8 ml) in dichloromethane (75 ml) was stirred for 15 hours at ambient temperature. To the reaction mixture was added the mixture of dichloromethane and water and the mixture was adjusted to pH 8 with 20% aqueous potassium carbonate solution. The separated organic layer was washed with 1N-hydrochloric acid and water respectively. The organic layer was dried over magnesium sulfate and evaporat...